Dataset: the Open Reaction Database (ORD), a public repository of structured organic reaction records. Task: describe an organic reaction: reactants, conditions, products, and yield Reactants: acid chloride, Cl.CNOC (N,O-dimethylhydroxylamine hydrochloride), acid chloride, BrC=1C=C(OC1)C(=O)Cl (4-bromofuran-2-carbonyl chloride), acid chloride, C(C)(C)N(C(C)C)CC (N,N-diisopropylethylamine), Cl.CNOC (N,O-dimethylhydroxylamine hydrochloride). The reagents and catalysts are CN(C)C1=CC=NC=C1 (4-(N,N-dimethylamino)pyridine). The solvent is hexanes, C(Cl)Cl (CH2Cl2), C(Cl)Cl (CH2Cl2), C(Cl)Cl (CH2Cl2), C(Cl)Cl (CH2Cl2). Run at time 16 hour. Product: COCNC(=O)C=1OC=C(C1)Br (4-bromofuran-2-carboxylic acid methoxymethylamide). Yield: 44.0%. Reaction SMILES: Cl.CN[O:4][CH3:5].[Br:6][C:7]1[CH:8]=[C:9]([C:12](Cl)=[O:13])[O:10][CH:11]=1.C([N:18]([CH2:22]C)C(C)C)(C)C>CN(C1C=CN=CC=1)C.C(Cl)Cl>[CH3:5][O:4][CH2:22][NH:18][C:12]([C:9]1[O:10][CH:11]=[C:7]([Br:6])[CH:8]=1)=[O:13] |f:0.1|. Procedure: A 1 L round bottom flask was charged with N,O-dimethylhydroxylamine hydrochloride (16.9 g, 173 mmol), 4-(N,N-dimethylamino)pyridine (˜100 mg, catalytic) and CH2Cl2 (250 mL). This suspension was then cooled in an ice bath. The 4-bromofuran-2-carbonyl chloride (127 mmol crude) was dissolved in CH2Cl2 (250 mL) containing N,N-diisopropylethylamine (70 mL, 400 mmol). The resulting dark mixture was cooled in an ice bath and then added via cannula to the cold N,O-dimethylhydroxylamine hydrochloride sus... Reactants: CC(C)(C)[Si](Oc1cccc2c1CCCC1(CO)CC21)(c1ccccc1)c1ccccc1, O=C(Cl)N(c1ccccc1)c1ccccc1, c1ccncc1. Product: CC(C)(C)[Si](Oc1cccc2c1CCCC1(COC(=O)N(c3ccccc3)c3ccccc3)CC21)(c1ccccc1)c1ccccc1. As a reaction SMILES: [C:1]([CH3:2])([CH3:3])([CH3:4])[Si:5]([O:6][c:7]1[cH:8][cH:9][cH:10][c:11]2[c:12]1[CH2:13][CH2:14][CH2:15][C:16]1([CH2:19][OH:20])[CH:17]2[CH2:18]1)([c:21]1[cH:22][cH:23][cH:24][cH:25][cH:26]1)[c:27]1[cH:28][cH:29][cH:30][cH:31][cH:32]1.[c:33]1([N:39]([C:40](=[O:41])[Cl:42])[c:43]2[cH:44][cH:45][cH:46][cH:47][cH:48]2)[cH:34][cH:35][cH:36][cH:37][cH:38]1.[cH:49]1[cH:50][cH:51][n:52][cH:53][cH:54]1>>[C:1]([CH3:2])([CH3:3])([CH3:4])[Si:5]([O:6][c:7]1[cH:8][cH:9][cH:10][c:11]2[c:12]1[CH2:13][CH2:14][CH2:15][C:16]1([CH2:19][O:20][C:40]([N:39]([c:33]3[cH:34][cH:35][cH:36][cH:37][cH:38]3)[c:43]3[cH:44][cH:45][cH:46][cH:47][cH:48]3)=[O:41])[CH:17]2[CH2:18]1)([c:21]1[cH:22][cH:23][cH:24][cH:25][cH:26]1)[c:27]1[cH:28][cH:29][cH:30][cH:31][cH:32]1. Reactants: CCCNC(=O)C(F)F, CCCCCCCCCCCCN, CC#N, O=C([O-])CCC(F)F. The product is CCCCCCCCCCCCNC(=O)C(F)F. As a reaction SMILES: [CH2:22]([NH:23][C:26]([CH:27]([F:28])[F:29])=[O:30])[CH2:24][CH3:25].[CH2:9]([CH2:10][CH2:11][CH2:12][CH2:13][CH2:14][CH2:15][CH2:16][CH2:17][CH2:18][CH2:19][CH3:20])[NH2:21].[CH3:31][C:32]#[N:33].[F:1][CH:2]([F:3])[CH2:4][CH2:5][C:6]([O-:7])=[O:8]>>[CH2:9]([CH2:10][CH2:11][CH2:12][CH2:13][CH2:14][CH2:15][CH2:16][CH2:17][CH2:18][CH2:19][CH3:20])[NH:21][C:26]([CH:27]([F:28])[F:29])=[O:30]. Starting materials: C1CCOC1, COC(=O)c1ccc(CN(C)c2c(C)cc(O[Si](C(C)C)(C(C)C)C(C)C)cc2F)cc1C, CCCC[N+](CCCC)(CCCC)CCCC, Cl, [F-]. Yields the product COC(=O)c1ccc(CN(C)c2c(C)cc(O)cc2F)cc1C. RXN SMILES: [CH2:53]1[O:54][CH2:55][CH2:56][CH2:57]1.[CH3:1][O:2][C:3]([c:4]1[c:5]([CH3:32])[cH:6][c:7]([CH2:10][N:11]([CH3:12])[c:13]2[c:14]([F:31])[cH:15][c:16]([O:20][Si:21]([CH:22]([CH3:23])[CH3:24])([CH:25]([CH3:26])[CH3:27])[CH:28]([CH3:29])[CH3:30])[cH:17][c:18]2[CH3:19])[cH:8][cH:9]1)=[O:33].[CH3:35][CH2:36][CH2:37][CH2:38][N+:39]([CH2:40][CH2:41][CH2:42][CH3:43])([CH2:44][CH2:45][CH2:46][CH3:47])[CH2:48][CH2:49][CH2:50][CH3:51].[ClH:52].[F-:34]>>[CH3:1][O:2][C:3]([c:4]1[c:5]([CH3:32])[cH:6][c:7]([CH2:10][N:11]([CH3:12])[c:13]2[c:14]([F:31])[cH:15][c:16]([OH:20])[cH:17][c:18]2[CH3:19])[cH:8][cH:9]1)=[O:33].